The task is: describe an organic reaction: reactants, conditions, products, and yield. This data is from the Open Reaction Database (ORD), a public repository of structured organic reaction records. The reactants are Cl.C(N)(=N)C=1C(=CC(=C(C(=O)OC)C1)C)C (methyl 5-carbamimidoyl-2,4-dimethylbenzoate hydrochloride), Cl.C(N)(=N)C=1C(=CC(=C(C(=O)OC)C1)C)C (methyl 5-carbamimidoyl-2,4-dimethylbenzoate hydrochloride), BrCC(=O)[C@H]1OCCC1 ((S)-2-bromo-1-(tetrahydrofuran-2-yl)ethanone), BrCC(=O)[C@H]1OCCC1 ((S)-2-bromo-1-(tetrahydrofuran-2-yl)ethanone), C([O-])([O-])=O.[K+].[K+] (potassium carbonate). Run in CC#N (CH3CN). Conditions: temperature 75 celsius, time 3 day. The product is CC1=C(C(=O)OC)C=C(C(=C1)C)C=1NC(=CN1)[C@H]1OCCC1 ((S)-methyl 2,4-dimethyl-5-(5-(tetrahydrofuran-2-yl)-1H-imidazol-2-yl)benzoate). Yield: 24.9%. RXN SMILES: Cl.[C:2]([C:5]1[C:6]([CH3:16])=[CH:7][C:8]([CH3:15])=[C:9]([CH:14]=1)[C:10]([O:12][CH3:13])=[O:11])(=[NH:4])[NH2:3].Br[CH2:18][C:19]([C@@H:21]1[CH2:25][CH2:24][CH2:23][O:22]1)=O.C(=O)([O-])[O-].[K+].[K+]>CC#N>[CH3:15][C:8]1[CH:7]=[C:6]([CH3:16])[C:5]([C:2]2[NH:3][C:19]([C@@H:21]3[CH2:25][CH2:24][CH2:23][O:22]3)=[CH:18][N:4]=2)=[CH:14][C:9]=1[C:10]([O:12][CH3:13])=[O:11] |f:0.1,3.4.5|. Reported procedure: To a round-bottom flask was added a solution of methyl 5-carbamimidoyl-2,4-dimethylbenzoate hydrochloride (compound 2.5, 1.30 g) in CH3CN (30 mL). (S)-2-bromo-1-(tetrahydrofuran-2-yl)ethanone (compound 257.2, 1.92 g, 9.95 mmol) and potassium carbonate (4.20 g, 30.4 mmol) were added to the reaction. The resulting solution was stirred for 3 days at 75° C. under nitrogen. After cooling to ambient temperature, the solids were removed by filtration. The filtrate was concentrated in vacuo and diluted ... The reactants are ClC1=C(C=CC(=C1Cl)C(C(CC)=C)=O)O (2,3-dichloro-4-(2-methylenebutyryl)-phenol), C([O-])([O-])=O.[K+].[K+] (potassium carbonate), BrC(C(=O)OCC)C (ethyl 2-bromopropionate), O (Water). The solvent is CN(C=O)C (dimethylformamide). Product: ClC1=C(OC(C(=O)OCC)C)C=CC(=C1Cl)C(C(CC)=C)=O (ethyl 2-[2,3-dichloro-4-(2-methylenebutyryl)phenoxy]propionate). Reaction SMILES: [Cl:1][C:2]1[C:7]([Cl:8])=[C:6]([C:9](=[O:14])[C:10](=[CH2:13])[CH2:11][CH3:12])[CH:5]=[CH:4][C:3]=1[OH:15].C(=O)([O-])[O-].[K+].[K+].Br[CH:23]([CH3:29])[C:24]([O:26][CH2:27][CH3:28])=[O:25].O>CN(C)C=O>[Cl:1][C:2]1[C:7]([Cl:8])=[C:6]([C:9](=[O:14])[C:10](=[CH2:13])[CH2:11][CH3:12])[CH:5]=[CH:4][C:3]=1[O:15][CH:23]([CH3:29])[C:24]([O:26][CH2:27][CH3:28])=[O:25] |f:1.2.3|. Procedure details: To a solution of 2,3-dichloro-4-(2-methylenebutyryl)-phenol (4.90 g., 0.02 mole) in dimethylformamide (20 ml.) is added potassium carbonate (6.08 g., 0.044 mole) and ethyl 2-bromopropionate (7.97 g., 0.044 mole). The reaction mixture is heated at 55°-60° C. for one hour with stirring. The reaction mixture is cooled. Water (50 ml.) is added and the resulting oil is extracted with ether (3 × 100 ml.). The combined ether extracts are dried over anhydrous magnesium sulfate, filtered and the ether is... The solvent is C1=CC=CC=C1 (benzene). The product is C(C)(=O)OC1=C(C=CC=C1CBr)OC1=C(C=CC=C1)Cl (2-chlorophenyl 2-acetoxy-3-bromomethylphenyl ether). RXN SMILES: [C:1]([O:4][C:5]1[C:10]([CH3:11])=[CH:9][CH:8]=[CH:7][C:6]=1[O:12][C:13]1[CH:18]=[CH:17][CH:16]=[CH:15][C:14]=1[Cl:19])(=[O:3])[CH3:2].[Br:20]N1C(=O)CCC1=O.N(C(C)(C)C#N)=NC(C)(C)C#N>C1C=CC=CC=1>[C:1]([O:4][C:5]1[C:10]([CH2:11][Br:20])=[CH:9][CH:8]=[CH:7][C:6]=1[O:12][C:13]1[CH:18]=[CH:17][CH:16]=[CH:15][C:14]=1[Cl:19])(=[O:3])[CH3:2]. Yield: 102.5%. Procedure: A mixture of 2-chlorophenyl 2-acetoxy-3-methylphenyl ether (17 g), N-bromosuccinimide (13 g) and 2,2'-azobisisobutyronitrile (1.7 g) in benzene (150 ml) was refluxed under heating for 3 hours. After cooling, the precipitate was filtered off. The filtrate was washed with water, aqueous sodium thiosulfate and water successively, dried over magnesium sulfate and then evaporated to give oily 2-chlorophenyl 2-acetoxy-3-bromomethylphenyl ether (22.4 g). Reactants: C(C)(=O)OC1=C(C=CC=C1C)OC1=C(C=CC=C1)Cl (2-chlorophenyl 2-acetoxy-3-methylphenyl ether), BrN1C(CCC1=O)=O (N-bromosuccinimide), N(=NC(C#N)(C)C)C(C#N)(C)C (2,2'-azobisisobutyronitrile). Starting materials: [N+](=O)([O-])C1=CC=C(C=C1)CC(=O)O ((4-Nitro-phenyl)-acetic acid), [OH-].[Na+] (sodium hydroxide). Reagents/catalysts: [Ni] (nickel), O (water). Run in O (water). Run at temperature 125 celsius. Product: N[C@@H]1CC[C@H](CC1)CC(=O)O (trans-(4-Amino-cyclohexyl)-acetic acid). Reaction SMILES: [N+:1]([C:4]1[CH:9]=[CH:8][C:7]([CH2:10][C:11]([OH:13])=[O:12])=[CH:6][CH:5]=1)([O-])=O.[OH-].[Na+]>O.[Ni]>[NH2:1][C@H:4]1[CH2:5][CH2:6][C@H:7]([CH2:10][C:11]([OH:13])=[O:12])[CH2:8][CH2:9]1 |f:1.2|. Reported procedure: (4-Nitro-phenyl)-acetic acid (50 g, 276 mmol) was added to a stirred solution of 22.08 g of 50% sodium hydroxide solution in 450 mL deionizated water. The clear yellow solution is transferred into a high-pressure autoclave that it charged with 30 g (511 mmol) of water-wet sponge nickel catalyst. The autoclave is sealed, flushed with nitrogen and then pressurized to 115 bar with hydrogen. The reaction mixture is stirred and heated to 125° C. for 48 h. At that time the autoclave is cooled, vented ... Starting materials: Cl[O-].[Na+] (sodium hypochlorite), ClC1=C(C(=C(C(=N1)Cl)Cl)Cl)Cl (pentachloropyridine), C([O-])(O)=O.[Na+] (sodium bicarbonate), NN (hydrazine). The solvent is COCC(C)O (propylene glycol methyl ether), COCC(C)O (propylene glycol methyl ether), O (water). Run at temperature 92 celsius, time 1.5 hour. Yields the product ClC1=NC=C(C=C1Cl)Cl (2,3,5-trichloropyridine). Reaction SMILES: Cl[C:2]1[N:7]=[C:6]([Cl:8])[C:5]([Cl:9])=[C:4](Cl)[C:3]=1[Cl:11].C(=O)(O)[O-].[Na+].NN.Cl[O-].[Na+]>COCC(O)C.O>[Cl:8][C:6]1[C:5]([Cl:9])=[CH:4][C:3]([Cl:11])=[CH:2][N:7]=1 |f:1.2,4.5|. Procedure: A mixture was prepared containing 50.3 grams (0.2 mole) of pentachloropyridine, 20 grams (0.24 mole) of sodium bicarbonate and 6.9 grams (0.205 mole) of 95 percent hydrazine in 215 milliliters of propylene glycol methyl ether. The mixture was heated at 92° C., with stirring, for 1.5 hours. The mixture was cooled to 30° C. and 50 milliliters of propylene glycol methyl ether was added. To this mixture was added 350 milliliters of a 10 percent sodium hypochlorite solution, over a 20 minute period w... Starting materials: COc1ccc(Cn2c(=O)[nH]c3cc(C(=O)c4ccccc4)ccc32)cc1, CS(C)=O, CN(C)CCCl, Cl, [H-], [Na+], O. The product is COc1ccc(Cn2c(=O)n(CCN(C)C)c3cc(C(=O)c4ccccc4)ccc32)cc1. RXN SMILES: [C:1]([c:2]1[cH:3][cH:4][cH:5][cH:6][cH:7]1)(=[O:8])[c:9]1[cH:10][c:11]2[c:12]([n:13]([CH2:17][c:18]3[cH:19][cH:20][c:21]([O:24][CH3:25])[cH:22][cH:23]3)[c:14](=[O:16])[nH:15]2)[cH:26][cH:27]1.[CH3:37][S:38]([CH3:39])=[O:40].[Cl:31][CH2:32][CH2:33][N:34]([CH3:35])[CH3:36].[ClH:30].[H-:28].[Na+:29].[OH2:41]>>[C:1]([c:2]1[cH:3][cH:4][cH:5][cH:6][cH:7]1)(=[O:8])[c:9]1[cH:10][c:11]2[c:12]([n:13]([CH2:17][c:18]3[cH:19][cH:20][c:21]([O:24][CH3:25])[cH:22][cH:23]3)[c:14](=[O:16])[n:15]2[CH2:32][CH2:33][N:34]([CH3:35])[CH3:36])[cH:26][cH:27]1. Starting materials: C, CONC(=O)c1cc(N2CCC(NC(=O)c3[nH]c(C)c(Cl)c3Cl)CC2)nc(OCCN)n1, CN(C)C=O, O=S(=O)(Cl)Cl. The product is CONC(=O)c1cc(N2CCC(NC(=O)c3[nH]c(C)c(Cl)c3Cl)CC2)nc(OCCNS(C)(=O)=O)n1. RXN SMILES: [CH4:6].[NH2:7][CH2:8][CH2:9][O:10][c:11]1[n:12][c:13]([N:22]2[CH2:23][CH2:24][CH:25]([NH:28][C:29](=[O:30])[c:31]3[nH:32][c:33]([CH3:38])[c:34]([Cl:37])[c:35]3[Cl:36])[CH2:26][CH2:27]2)[cH:14][c:15]([C:17](=[O:18])[NH:19][O:20][CH3:21])[n:16]1.[O:39]=[CH:40][N:41]([CH3:42])[CH3:43].[S:1](=[O:2])(=[O:3])([Cl:4])[Cl:5]>>[S:1](=[O:2])(=[O:3])([CH3:6])[NH:7][CH2:8][CH2:9][O:10][c:11]1[n:12][c:13]([N:22]2[CH2:23][CH2:24][CH:25]([NH:28][C:29](=[O:30])[c:31]3[nH:32][c:33]([CH3:38])[c:34]([Cl:37])[c:35]3[Cl:36])[CH2:26][CH2:27]2)[cH:14][c:15]([C:17](=[O:18])[NH:19][O:20][CH3:21])[n:16]1.